From a dataset of the Open Reaction Database (ORD), a public repository of structured organic reaction records. describe an organic reaction: reactants, conditions, products, and yield Starting materials: CO, CN, CO, CON=C(C(=O)OC)c1ccccc1C=NOCc1cccc(C(F)(F)F)c1. Product: CNC(=O)C(=NOC)c1ccccc1C=NOCc1cccc(C(F)(F)F)c1. Reaction SMILES: [CH3:29][OH:30].[CH3:31][NH2:32].[CH3:33][OH:34].[F:1][C:2]([c:3]1[cH:4][c:5]([CH2:6][O:7][N:8]=[CH:9][c:10]2[c:11]([C:16]([C:17]([O:19][CH3:18])=[O:20])=[N:21][O:22][CH3:23])[cH:12][cH:13][cH:14][cH:15]2)[cH:24][cH:25][cH:26]1)([F:27])[F:28]>>[F:1][C:2]([c:3]1[cH:4][c:5]([CH2:6][O:7][N:8]=[CH:9][c:10]2[c:11]([C:16]([C:17](=[O:19])[NH:32][CH3:31])=[N:21][O:22][CH3:23])[cH:12][cH:13][cH:14][cH:15]2)[cH:24][cH:25][cH:26]1)([F:27])[F:28]. Reported procedure: In methanol (50 ml) is dissolved 2',3',5'-tri-O-acetyl-N4 -benzoylcytidine (0.53 g) followed by addition of concentrated NH4OH (5 ml) with stirring at 70° C. The mixture is stirred at 70° C. for 2.5 hours, at the end of which time ethanol is added. The mixture is allowed to stand at room temperature overnight to give colorless needles of cytidine. Yield 0.26 g (95.6%). Run at temperature 70 celsius, time 8 hour. Product: [C@@H]1([C@H](O)[C@H](O)[C@@H](CO)O1)N1C(=O)N=C(N)C=C1 (cytidine). The reactants are C(C)(=O)O[C@H]1[C@@H](O[C@@H]([C@H]1OC(C)=O)COC(C)=O)N1C(=O)N=C(NC(C2=CC=CC=C2)=O)C=C1 (2',3',5'-tri-O-acetyl-N4 -benzoylcytidine), [NH4+].[OH-] (NH4OH), C(C)O (ethanol). As a reaction SMILES: C([O:4][C@@H:5]1[C@H:9]([O:10]C(=O)C)[C@@H:8]([CH2:14][O:15]C(=O)C)[O:7][C@H:6]1[N:19]1[CH:34]=[CH:33][C:23]([NH:24]C(=O)C2C=CC=CC=2)=[N:22][C:20]1=[O:21])(=O)C.[NH4+].[OH-].C(O)C>CO>[C@@H:6]1([N:19]2[CH:34]=[CH:33][C:23]([NH2:24])=[N:22][C:20]2=[O:21])[O:7][C@H:8]([CH2:14][OH:15])[C@@H:9]([OH:10])[C@H:5]1[OH:4] |f:1.2|. The solvent is CO (methanol). The reactants are CCOC(=O)C1CCCN(C(=O)CCCOc2cccc(Oc3ccc(CN(Cc4ccccc4)c4cccc(NS(C)(=O)=O)c4C)cc3)c2)C1, CCO, CCOC(C)=O, Cl, [Na+], C1CCOC1, [OH-]. Reaction SMILES: [CH2:1]([c:2]1[cH:3][cH:4][cH:5][cH:6][cH:7]1)[N:8]([c:9]1[c:10]([CH3:20])[c:11]([NH:15][S:16](=[O:17])(=[O:18])[CH3:19])[cH:12][cH:13][cH:14]1)[CH2:21][c:22]1[cH:23][cH:24][c:25]([O:26][c:27]2[cH:28][c:29]([O:30][CH2:31][CH2:32][CH2:33][C:34](=[O:35])[N:36]3[CH2:37][CH:38]([C:42](=[O:43])[O:44][CH2:45][CH3:46])[CH2:39][CH2:40][CH2:41]3)[cH:47][cH:48][cH:49]2)[cH:50][cH:51]1.[CH2:54]([OH:55])[CH3:56].[CH3:58][CH2:59][O:60][C:61](=[O:62])[CH3:63].[ClH:57].[Na+:53].[O:64]1[CH2:65][CH2:66][CH2:67][CH2:68]1.[OH-:52]>>[CH2:1]([c:2]1[cH:3][cH:4][cH:5][cH:6][cH:7]1)[N:8]([c:9]1[c:10]([CH3:20])[c:11]([NH:15][S:16](=[O:17])(=[O:18])[CH3:19])[cH:12][cH:13][cH:14]1)[CH2:21][c:22]1[cH:23][cH:24][c:25]([O:26][c:27]2[cH:28][c:29]([O:30][CH2:31][CH2:32][CH2:33][C:34](=[O:35])[N:36]3[CH2:37][CH:38]([C:42](=[O:43])[OH:44])[CH2:39][CH2:40][CH2:41]3)[cH:47][cH:48][cH:49]2)[cH:50][cH:51]1. The product is Cc1c(NS(C)(=O)=O)cccc1N(Cc1ccccc1)Cc1ccc(Oc2cccc(OCCCC(=O)N3CCCC(C(=O)O)C3)c2)cc1. Starting materials: N1(C=NC=C1)C[C@H](C1=CC=CC=C1)OC1=C(C=2CCCC(C2C=C1)=O)CS(=O)(=O)C=1C=C(C(=O)O)C=CC1 (3-{[(2-{[(1S)-2-(1H-imidazol-1-yl)-1-phenylethyl]oxy}-5-oxo-5,6,7,8-tetrahydro-1-naphthalenyl)methyl]sulfonyl}benzoic acid), C1(CCCC1)N (cyclopentylamine). Product: C1(CCCC1)NC(C1=CC(=CC=C1)S(=O)(=O)CC1=C(C=CC=2C(CCCC12)=O)O[C@H](CN1C=NC=C1)C1=CC=CC=C1)=O (N-Cyclopentyl-3-{[(2-{[(1S)-2-(1H-imidazol-1-yl)-1-phenylethyl]oxy}-5-oxo-5,6,7,8-tetrahydro-1-naphthalenyl)methyl]sulfonyl}benzamide). The yield is 98.7%. Procedure: Using the method in Example 172, 3-{[(2-{[(1S)-2-(1H-imidazol-1-yl)-1-phenylethyl]oxy}-5-oxo-5,6,7,8-tetrahydro-1-naphthalenyl)methyl]sulfonyl}benzoic acid (53 mg, 0.10 mmol, 0.20M in DMF) and cyclopentylamine (26 mg, 0.30 mmol, 0.6M in DMF) were combined to give 59 mg of the desired compound: Low resolution mass spectrum (LC-MS, APCI) m/z 598 [M+H]+. As a reaction SMILES: [N:1]1([CH2:6][C@@H:7]([O:14][C:15]2[CH:24]=[CH:23][C:22]3[C:21](=[O:25])[CH2:20][CH2:19][CH2:18][C:17]=3[C:16]=2[CH2:26][S:27]([C:30]2[CH:31]=[C:32]([CH:36]=[CH:37][CH:38]=2)[C:33](O)=[O:34])(=[O:29])=[O:28])[C:8]2[CH:13]=[CH:12][CH:11]=[CH:10][CH:9]=2)[CH:5]=[CH:4][N:3]=[CH:2]1.[CH:39]1([NH2:44])[CH2:43][CH2:42][CH2:41][CH2:40]1>>[CH:39]1([NH:44][C:33](=[O:34])[C:32]2[CH:36]=[CH:37][CH:38]=[C:30]([S:27]([CH2:26][C:16]3[C:17]4[CH2:18][CH2:19][CH2:20][C:21](=[O:25])[C:22]=4[CH:23]=[CH:24][C:15]=3[O:14][C@@H:7]([C:8]3[CH:13]=[CH:12][CH:11]=[CH:10][CH:9]=3)[CH2:6][N:1]3[CH:5]=[CH:4][N:3]=[CH:2]3)(=[O:28])=[O:29])[CH:31]=2)[CH2:43][CH2:42][CH2:41][CH2:40]1.